From a dataset of the Open Reaction Database (ORD), a public repository of structured organic reaction records. describe an organic reaction: reactants, conditions, products, and yield Reactants: C1CCOC1, OCc1ccccc1-c1ccno1. As a reaction SMILES: [CH2:14]1[O:15][CH2:16][CH2:17][CH2:18]1.[o:1]1[n:2][cH:3][cH:4][c:5]1-[c:6]1[c:7]([CH2:12][OH:13])[cH:8][cH:9][cH:10][cH:11]1>>[o:1]1[n:2][cH:3][cH:4][c:5]1-[c:6]1[c:7]([CH:12]=[O:13])[cH:8][cH:9][cH:10][cH:11]1. The product is O=Cc1ccccc1-c1ccno1. Reaction SMILES: [CH3:1][N:2]1[CH2:3][c:4]2[c:5]([o:10][cH:11][cH:12]2)[CH:6]([OH:9])[CH2:7][CH2:8]1.[Cl:13][c:14]1[cH:15][c:16]([F:21])[cH:17][cH:18][c:19]1[Cl:20]>>[CH3:1][N:2]1[CH2:3][c:4]2[c:5]([o:10][cH:11][cH:12]2)[CH:6]([O:9][c:16]2[cH:15][c:14]([Cl:13])[c:19]([Cl:20])[cH:18][cH:17]2)[CH2:7][CH2:8]1. Starting materials: CN1CCC(O)c2occc2C1, Fc1ccc(Cl)c(Cl)c1. The product is CN1CCC(Oc2ccc(Cl)c(Cl)c2)c2occc2C1. Starting materials: C(C)(C)(C)OC(=O)N1CCC(CC1)C1=NOC2=C1C=CC=C2OC (4-(7-Methoxy-benzo[d]isoxazol-3-yl)-piperidine-1-carboxylic acid tert-butyl ester), Cl (HCl), CO (methanol). The solvent is CCOCC (Ether), CCOCC (ether). Run at time 18 hour. Product: Cl.COC1=CC=CC=2C(=NOC21)C2CCNCC2 (7-Methoxy-3-piperidin-4-yl-benzo[d]isoxazole hydrochloride). Yield: 98.0%. Reaction SMILES: C(OC([N:8]1[CH2:13][CH2:12][CH:11]([C:14]2[C:18]3[CH:19]=[CH:20][CH:21]=[C:22]([O:23][CH3:24])[C:17]=3[O:16][N:15]=2)[CH2:10][CH2:9]1)=O)(C)(C)C.[ClH:25].CO>CCOCC>[ClH:25].[CH3:24][O:23][C:22]1[C:17]2[O:16][N:15]=[C:14]([CH:11]3[CH2:12][CH2:13][NH:8][CH2:9][CH2:10]3)[C:18]=2[CH:19]=[CH:20][CH:21]=1 |f:4.5|. Reported procedure: A mixture of 4-(7-Methoxy-benzo[d]isoxazol-3-yl)-piperidine-1-carboxylic acid tert-butyl ester (3.00 g, 9.03 mmol), HCl (35 mL of a 1 M ether solution, 35.0 mmol), and methanol (25 mL) was stirred at room temperature under nitrogen for 18 h. Ether (75 mL) was added, the mixture stirred at room temperature for 15 min, and the product collected by filtration to afford 2.37 g (98%) of the desired product as a white powder, mp: >250° C. Starting materials: C(C)(C)N(CC)C(C)C (Diisopropylethylamine), NC[C@]1([C@H](C[C@@H](O1)N1C(=O)NC(=O)C(C)=C1)O)CO (4′-C-Aminomethylthymidine), C(C)(=O)NCC(=O)O (N-acetylglycine), [B-](F)(F)(F)F.CN(C)C(=[N+](C)C)ON1C(=O)CCC1=O (TSTU). Solvent: CN(C=O)C (N,N-dimethylformamide). Conditions: time 18 hour. Yields the product C(C)(=O)NCC(=O)NC[C@]1([C@H](C[C@@H](O1)N1C(=O)NC(=O)C(C)=C1)O)CO (4′-C-(N-Acetylglycylaminomethyl)thymidine). As a reaction SMILES: [NH2:1][CH2:2][C@:3]1([CH2:18][OH:19])[O:7][C@@H:6]([N:8]2[CH:16]=[C:14]([CH3:15])[C:12](=[O:13])[NH:11][C:9]2=[O:10])[CH2:5][C@@H:4]1[OH:17].[C:20]([NH:23][CH2:24][C:25](O)=[O:26])(=[O:22])[CH3:21].[B-](F)(F)(F)F.CN(C(ON1C(=O)CCC1=O)=[N+](C)C)C.C(N(C(C)C)CC)(C)C>CN(C)C=O>[C:20]([NH:23][CH2:24][C:25]([NH:1][CH2:2][C@:3]1([CH2:18][OH:19])[O:7][C@@H:6]([N:8]2[CH:16]=[C:14]([CH3:15])[C:12](=[O:13])[NH:11][C:9]2=[O:10])[CH2:5][C@@H:4]1[OH:17])=[O:26])(=[O:22])[CH3:21] |f:2.3|. Procedure: 4′-C-(Aminomethyl)thymidine (4) (0.025 g, 0.1 mmol), N-acetylglycine (0.023 g, 0.2 mmol) and TSTU (0.09 g, 0.3 mmol) were dissolved in anhydrous N,N-dimethylformamide (1 mL) at ambient temperature. Diisopropylethylamine (0.065 g, 0.5 mmol, 0.087 mL) was then added and the reaction mixture stirred for 18 hours at ambient temperature. The solvent was then removed under vacuum and the residue re-dissolved in 9:1 dichloromethane:methanol and eluted through a flash silica gel column with 9:1 dichloro... Run in C1(OCC(C)O1)=O (1,2-propylene carbonate). The yield is 72.0%. The reactants are C(CC(=O)C)(=O)OC (methyl acetoacetate), CC(C)(C#C)O (2-methyl-3-butyn-2-ol), C(=O)=O (CO2). Reported procedure: A mixture of 5.3 g of the aluminum tri(methyl acetylacetate) catalyst mentioned in Example 1 and 85 g of 1,2-propylene carbonate was heated to 170° C. and, at this temperature a mixture of 55 g (0.47 mol) of methyl acetoacetate and 43.7 g (0.52 mol) of 2-methyl-3-butyn-2-ol was metered in at a constant rate over the course of 4 h. After the addition was complete, the mixture was stirred at 170° C. for 30 min. During this time, CO2 was evolved and low boilers distilled out. The reaction mixture w... The product is CC(C)=CC=CC(C)=O (2-methyl-2,4-heptadien-6-one). As a reaction SMILES: [C:1]([O:7]C)(=O)[CH2:2][C:3]([CH3:5])=O.[CH3:9][C:10](O)(C#C)[CH3:11].[C:15](=O)=O>CCC(CC([O-])=O)=O.CCC(CC([O-])=O)=O.CCC(CC([O-])=O)=O.[Al+3].C1(=O)OC(C)CO1>[CH3:9][C:10](=[CH:5][CH:3]=[CH:2][C:1](=[O:7])[CH3:15])[CH3:11] |f:3.4.5.6|. The reagents and catalysts are CCC(=O)CC(=O)[O-].CCC(=O)CC(=O)[O-].CCC(=O)CC(=O)[O-].[Al+3] (aluminum tri(methyl acetylacetate)). Run at temperature 170 celsius, time 30 minute. Starting materials: C1(=CC=CC=C1)C1=C(NC2=CC=CC=C12)CCN (3-Phenyl-1H-indol-2-ethanamine), C1(CC1)C(=O)Cl (cyclopropanecarboxylic acid chloride). The product is C1(CC1)C(=O)NCCC=1NC2=CC=CC=C2C1C1=CC=CC=C1 (N-cyclopropylcarbonyl-3-phenyl-1H-indol-2-ethanamine). RXN SMILES: [C:1]1([C:7]2[C:15]3[C:10](=[CH:11][CH:12]=[CH:13][CH:14]=3)[NH:9][C:8]=2[CH2:16][CH2:17][NH2:18])[CH:6]=[CH:5][CH:4]=[CH:3][CH:2]=1.[CH:19]1([C:22](Cl)=[O:23])[CH2:21][CH2:20]1>>[CH:19]1([C:22]([NH:18][CH2:17][CH2:16][C:8]2[NH:9][C:10]3[C:15]([C:7]=2[C:1]2[CH:2]=[CH:3][CH:4]=[CH:5][CH:6]=2)=[CH:14][CH:13]=[CH:12][CH:11]=3)=[O:23])[CH2:21][CH2:20]1. Procedure details: 3-Phenyl-1H-indol-2-ethanamine are reacted with cyclopropanecarboxylic acid chloride to give N-cyclopropylcarbonyl-3-phenyl-1H-indol-2-ethanamine, which is reduced with lithium aluminium hydride to N-cyclopropylmethyl-3-phenyl-1H-indol-2-ethanamine, which is reacted with chloracetyl chloride to give 2-chloro-N-cyclopropylmethyl-N-[2-(3-phenyl1H-indol-2-yl)ethyl]acetamide, m.p. 104°-106° (from ethanol/pentane). Reactants: C(C(=O)Cl)(=O)Cl (oxalyl chloride), CS(=O)C (dimethyl sulfoxide), C1(=CC=CC=C1)P(=C(C(C)=O)C)(C1=CC=CC=C1)C1=CC=CC=C1 (3-triphenylphosphoranylidenebutan-2-one), C(C=C)OC(=O)N1CC(C1)CO (1-allyloxycarbonyl-3-hydroxymethylazetidine). Run in O (water), C(Cl)Cl (methylene chloride), C(Cl)Cl (methylene chloride), C(Cl)Cl (methylene chloride), C(C)N(CC)CC (Triethylamine). The product is C(C=C)OC(=O)N1CC(C1)C=C(C(C)=O)C (1-allyloxycarbonyl-3-(2-methyl-3-oxo-1-butenyl)azetidine). The yield is 89.1%. Reaction SMILES: C(Cl)(=O)C(Cl)=O.CS(C)=O.[CH2:11]([O:14][C:15]([N:17]1[CH2:20][CH:19]([CH2:21]O)[CH2:18]1)=[O:16])[CH:12]=[CH2:13].C1(P(C2C=CC=CC=2)(C2C=CC=CC=2)=[C:30]([CH3:34])[C:31](=[O:33])[CH3:32])C=CC=CC=1>C(Cl)Cl.O.C(N(CC)CC)C>[CH2:11]([O:14][C:15]([N:17]1[CH2:18][CH:19]([CH:21]=[C:30]([CH3:34])[C:31](=[O:33])[CH3:32])[CH2:20]1)=[O:16])[CH:12]=[CH2:13]. Reported procedure: To a solution of oxalyl chloride (6.3 g) in methylene chloride (85 ml) was added dimethyl sulfoxide (3.87 g) at -60° C. and stirred was stirred for 15 minutes. A solution of 1-allyloxycarbonyl-3-hydroxymethylazetidine (6.8 g) in methylene chloride (21 ml) was then added thereto and the mixture was stirred at -60° C. for 30 minutes. Triethylamine (20 g) was dropwise added thereto. To the mixture was added water (50 ml) and organic layer was separated washed with water, dried over magnesium sulfat... Starting materials: C(=O)(OCC)C1C(CCCCCCCCCC1)=O (carboethoxycyclododecanone), [H-].[Na+] (sodium hydride), C1(CCO1)=O (β-propiolactone), C1=CC=CC=C1 (benzene). The solvent is C(C)OCC (ethyl ether), C1(=CC=CC=C1)C (toluene). The product is O=C1C(CCCCCCCCCC1)CCC(=O)O (β-(2-oxocyclododecyl)propionic acid). RXN SMILES: [C:1]([CH:6]1[CH2:17][CH2:16][CH2:15][CH2:14][CH2:13][CH2:12][CH2:11][CH2:10][CH2:9][CH2:8][C:7]1=[O:18])(OCC)=O.[C:19]1(=[O:23])[O:22]C[CH2:20]1.C1C=CC=CC=1.[H-].[Na+]>C(OCC)C.C1(C)C=CC=CC=1>[O:18]=[C:7]1[CH2:8][CH2:9][CH2:10][CH2:11][CH2:12][CH2:13][CH2:14][CH2:15][CH2:16][CH2:17][CH:6]1[CH2:1][CH2:20][C:19]([OH:23])=[O:22] |f:3.4|. Reported procedure: The inventors have established a more effective method for producing β-(2-oxocyclododecyl)propionic acid by the following steps: reacting cyclododecanone with diethyl carbonate to give carbethoxycyclododecanone, reacting the carboethoxycyclododecanone with β-propiolactone in a solvent having no alkoxy group, such as benzene, toluene and ethyl ether in the presence of sodium hydride, hydrolyzing the resulting product, and then decarboxylating to give β-(2-oxocyclododecyl)propionic acid in high yi...